Dataset: the Open Reaction Database (ORD), a public repository of structured organic reaction records. Task: describe an organic reaction: reactants, conditions, products, and yield Reactants: CC(C)(C)[Si](C)(C)OCC(CCn1ccc2ccccc21)n1cnc(C(N)=O)c1, C1CCOC1. Yields the product NC(=O)c1cn(C(CO)CCn2ccc3ccccc32)cn1. As a reaction SMILES: [C:1]([Si:2]([CH3:3])([CH3:4])[O:6][CH2:7][CH:8]([CH2:9][CH2:10][n:11]1[cH:12][cH:13][c:14]2[cH:15][cH:16][cH:17][cH:18][c:19]12)[n:20]1[cH:21][n:22][c:23]([C:25](=[O:26])[NH2:27])[cH:24]1)([CH3:5])([CH3:28])[CH3:29].[CH2:30]1[O:31][CH2:32][CH2:33][CH2:34]1>>[OH:6][CH2:7][CH:8]([CH2:9][CH2:10][n:11]1[cH:12][cH:13][c:14]2[cH:15][cH:16][cH:17][cH:18][c:19]12)[n:20]1[cH:21][n:22][c:23]([C:25](=[O:26])[NH2:27])[cH:24]1.